This data is from the Open Reaction Database (ORD), a public repository of structured organic reaction records. The task is: describe an organic reaction: reactants, conditions, products, and yield Starting materials: O=C([O-])O, CC#N, CCCc1c(Cc2ccc(-c3ccccc3C#N)cc2F)c(=O)n(C2CCC(OCC3(C(C)O)CCC3)CC2)c2ncnn12, [Na+], [Na+], [Na+], O=S([O-])([O-])=S. The product is CCCc1c(Cc2ccc(-c3ccccc3C#N)cc2F)c(=O)n(C2CCC(OCC3(C(C)=O)CCC3)CC2)c2ncnn12. As a reaction SMILES: [C:45](=[O:46])([O-:47])[OH:48].[CH3:57][C:58]#[N:59].[F:1][c:2]1[cH:3][c:4](-[c:37]2[c:38]([C:43]#[N:44])[cH:39][cH:40][cH:41][cH:42]2)[cH:5][cH:6][c:7]1[CH2:8][c:9]1[c:10](=[O:36])[n:11]([CH:21]2[CH2:22][CH2:23][CH:24]([O:27][CH2:28][C:29]3([CH:33]([CH3:34])[OH:35])[CH2:30][CH2:31][CH2:32]3)[CH2:25][CH2:26]2)[c:12]2[n:13]([c:14]1[CH2:15][CH2:16][CH3:17])[n:18][cH:19][n:20]2.[Na+:49].[Na+:55].[Na+:56].[S:50]([O-:51])([O-:52])(=[O:53])=[S:54]>>[F:1][c:2]1[cH:3][c:4](-[c:37]2[c:38]([C:43]#[N:44])[cH:39][cH:40][cH:41][cH:42]2)[cH:5][cH:6][c:7]1[CH2:8][c:9]1[c:10](=[O:36])[n:11]([CH:21]2[CH2:22][CH2:23][CH:24]([O:27][CH2:28][C:29]3([C:33]([CH3:34])=[O:35])[CH2:30][CH2:31][CH2:32]3)[CH2:25][CH2:26]2)[c:12]2[n:13]([c:14]1[CH2:15][CH2:16][CH3:17])[n:18][cH:19][n:20]2. Starting materials: CC(Cl)c1cccnc1, COc1ccccc1C(C)(C)CN. The reagents and catalysts are O=C([O-])[O-].[Cs+].[Cs+] (cesium carbonate), [I-].[K+] (potassium iodide). Run in CN(C)C=O (DMF), CN(C)C=O (dmf), CN(C)C=O (DMF). Run at temperature 70 celsius, time 16 hour. Product: COc1ccccc1C(C)(C)CNC(C)c1cccnc1. The reactants are CC(C)O, CC(C)OC(C)C, Cl, OCC1Cc2ccsc2CN1C(=S)Nc1cccnc1. Yields the product c1cncc(N=C2SCC3Cc4ccsc4CN23)c1. Reaction SMILES: [CH:21]([OH:22])([CH3:23])[CH3:24].[CH:25]([O:26][CH:27]([CH3:28])[CH3:29])([CH3:30])[CH3:31].[ClH:32].[OH:1][CH2:2][CH:3]1[CH2:4][c:5]2[c:6]([s:18][cH:19][cH:20]2)[CH2:7][N:8]1[C:9]([NH:10][c:11]1[cH:12][n:13][cH:14][cH:15][cH:16]1)=[S:17]>>[CH2:2]1[CH:3]2[CH2:4][c:5]3[c:6]([s:18][cH:19][cH:20]3)[CH2:7][N:8]2[C:9](=[N:10][c:11]2[cH:12][n:13][cH:14][cH:15][cH:16]2)[S:17]1.